Dataset: the Open Reaction Database (ORD), a public repository of structured organic reaction records. Task: describe an organic reaction: reactants, conditions, products, and yield The reactants are NC1=CC=C(C=C1)C(CCC(=O)O)(CC)C#N (4-(4-aminophenyl)-4-cyanohexanoic acid), OS(=O)(=O)O (H2SO4), [OH-].[Na+] (NaOH). Run in C(C)(=O)O (acetic acid). Conditions: temperature 60 celsius. Product: CC[C@@]1(CCC(=O)NC1=O)C2=CC=C(C=C2)N ((R)-aminoglutethimide). Yield: 97.0%. Reaction SMILES: [NH2:1][C:2]1[CH:7]=[CH:6][C:5]([C:8]([C:16]#[N:17])([CH2:14][CH3:15])[CH2:9][CH2:10][C:11](O)=[O:12])=[CH:4][CH:3]=1.[OH:18]S(O)(=O)=O.[OH-].[Na+]>C(O)(=O)C>[CH3:15][CH2:14][C@@:8]1([C:5]2[CH:6]=[CH:7][C:2]([NH2:1])=[CH:3][CH:4]=2)[C:16](=[O:18])[NH:17][C:11](=[O:12])[CH2:10][CH2:9]1 |f:2.3|. Procedure: 4-(4-Aminophenyl)-4-cyanohexanoic acid (Example 9; 1.8 g, 7.7 mmol), enriched in the (R)-enantiomer, was dissolved in glacial acetic acid (6.0 ml) contained in a 25 ml round-bottomed flask. The resulting mixture was heated to 60° C. with the aid of an oil bath followed by dropwise addition of conc. H2SO4 (3.0 ml). The solution was then heated to 100° C. and maintained there for 30 minutes before pouring onto ice (100 g). The pH is adjusted to 6 using 5M NaOH followed by extraction with dichlorom...